Dataset: the Open Reaction Database (ORD), a public repository of structured organic reaction records. Task: describe an organic reaction: reactants, conditions, products, and yield Procedure details: Starting from 1,3-dihydro-5-(3,6-dihydro-6-methyl-2-oxo -2H-1,3,4-thiadiazin-5-yl)-3-phenylimino-2H-indol-2-one, and 1-methyl 1-phenylhydrazine and following the method described in Example 21, the desired compound was obtained. Isolated yield 47.0%. As a reaction SMILES: [CH3:1][CH:2]1[S:7][C:6](=[O:8])[NH:5][N:4]=[C:3]1[C:9]1[CH:10]=[C:11]2[C:15](=[CH:16][CH:17]=1)[NH:14][C:13](=[O:18])[C:12]2=[N:19]C1C=CC=CC=1.[CH3:26][N:27]([C:29]1[CH:34]=[CH:33][CH:32]=[CH:31][CH:30]=1)N>>[CH3:26][N:27]([C:29]1[CH:34]=[CH:33][CH:32]=[CH:31][CH:30]=1)[N:19]=[C:12]1[C:11]2[C:15](=[CH:16][CH:17]=[C:9]([C:3]3[CH:2]([CH3:1])[S:7][C:6](=[O:8])[NH:5][N:4]=3)[CH:10]=2)[NH:14][C:13]1=[O:18]. Reactants: CC1C(=NNC(S1)=O)C=1C=C2C(C(NC2=CC1)=O)=NC1=CC=CC=C1 (1,3-dihydro-5-(3,6-dihydro-6-methyl-2-oxo -2H-1,3,4-thiadiazin-5-yl)-3-phenylimino-2H-indol-2-one), CN(N)C1=CC=CC=C1 (1-methyl 1-phenylhydrazine). Product: CN(N=C1C(NC2=CC=C(C=C12)C1=NNC(SC1C)=O)=O)C1=CC=CC=C1 (5 -(3,6-Dihydro-6-methyl-2-oxo-2H-1,3,4-thiadiazin-5-yl) -1H-indole-2,3-dione 3-(methylphenylhydrazone)). Starting materials: Cl (Hydrochloric acid), CC1(OCC(O1)CN1C(=NC=2C(=NC=3C=C(C=CC3C21)C=2C=NC=CC2)N)COCC)C (1-[(2,2-dimethyl-1,3-dioxolan-4-yl)methyl]-2-ethoxymethyl-7-(pyridin-3-yl)-1H-imidazo[4,5-c]quinolin-4-amine). Solvent: C1CCOC1 (THF). Conditions: time 8 hour. Product: NC1=NC=2C=C(C=CC2C2=C1N=C(N2CC(CO)O)COCC)C=2C=NC=CC2 (3-[4-amino-2-ethoxymethyl-7-(pyridin-3-yl)-1H-imidazo[4,5-c]quinolin-1-yl]propane-1,2-diol). Isolated yield 89.6%. Reaction SMILES: Cl.CC1(C)[O:7][CH:6]([CH2:8][N:9]2[C:21]3[C:20]4[CH:19]=[CH:18][C:17]([C:22]5[CH:23]=[N:24][CH:25]=[CH:26][CH:27]=5)=[CH:16][C:15]=4[N:14]=[C:13]([NH2:28])[C:12]=3[N:11]=[C:10]2[CH2:29][O:30][CH2:31][CH3:32])[CH2:5][O:4]1>C1COCC1>[NH2:28][C:13]1[C:12]2[N:11]=[C:10]([CH2:29][O:30][CH2:31][CH3:32])[N:9]([CH2:8][CH:6]([OH:7])[CH2:5][OH:4])[C:21]=2[C:20]2[CH:19]=[CH:18][C:17]([C:22]3[CH:23]=[N:24][CH:25]=[CH:26][CH:27]=3)=[CH:16][C:15]=2[N:14]=1. Reported procedure: Hydrochloric acid (12 mL of 1 N) was added to a solution of 1-[(2,2-dimethyl-1,3-dioxolan-4-yl)methyl]-2-ethoxymethyl-7-(pyridin-3-yl)-1H-imidazo[4,5-c]quinolin-4-amine (0.75 g, 1.73 mmol) in THF, and the reaction was stirred overnight at ambient temperature. The THF was removed under reduced pressure, and 1% aqueous sodium hydroxide was added to the remaining solution to adjust to pH 9. A precipitate formed, was isolated by filtration, washed with water, and dried in an oven at 60° C. to provid...